Task: describe an organic reaction: reactants, conditions, products, and yield. Dataset: the Open Reaction Database (ORD), a public repository of structured organic reaction records Reactants: C1(=CC=CC=C1)C=1N(C(=C(N1)C1=CC=CC=C1)C1=CC=CC=C1)CCCCCCCP(OCC)(=O)OCC (Diethyl 7-(2,4,5-triphenylimidazol-1-yl)heptane-phosphonate), C[Si](C)(C)I (trimethylsilyl iodide). Run in C(Cl)(Cl)Cl (chloroform). Conditions: temperature -40 celsius, time 3 hour. The product is C1(=CC=CC=C1)C=1N(C(=C(N1)C1=CC=CC=C1)C1=CC=CC=C1)CCCCCCCP(O)(=O)O (7-(2,4,5-triphenylimidazol-1-yl)heptane-phosphonic acid). Yield: 51.1%. As a reaction SMILES: [C:1]1([C:7]2[N:8]([CH2:24][CH2:25][CH2:26][CH2:27][CH2:28][CH2:29][CH2:30][P:31]([O:36]CC)(=[O:35])[O:32]CC)[C:9]([C:18]3[CH:23]=[CH:22][CH:21]=[CH:20][CH:19]=3)=[C:10]([C:12]3[CH:17]=[CH:16][CH:15]=[CH:14][CH:13]=3)[N:11]=2)[CH:6]=[CH:5][CH:4]=[CH:3][CH:2]=1.C[Si](I)(C)C>C(Cl)(Cl)Cl>[C:1]1([C:7]2[N:8]([CH2:24][CH2:25][CH2:26][CH2:27][CH2:28][CH2:29][CH2:30][P:31]([OH:36])(=[O:32])[OH:35])[C:9]([C:18]3[CH:19]=[CH:20][CH:21]=[CH:22][CH:23]=3)=[C:10]([C:12]3[CH:17]=[CH:16][CH:15]=[CH:14][CH:13]=3)[N:11]=2)[CH:2]=[CH:3][CH:4]=[CH:5][CH:6]=1. Reported procedure: Diethyl 7-(2,4,5-triphenylimidazol-1-yl)heptane-phosphonate (0.35 g) was dissolved in dry chloroform, cooled to -40° C. and to it was added trimethylsilyl iodide (0.66 g) over 2 minutes under an atmosphere of nitrogen. The cooling bath was removed and the reaction mixture was stirred for 3 hours at room temperature then evaporated to an oil and revaporated evaporated from methanol and water respectively. The oil was taken up in methanol, treated with excess aqueous sodium bicarbonate, evaporated... Reactants: C1(=CC=CC=C1)[Se]C1=CC2=C(N=C(N2)NC(=O)OC)C=C1 (methyl 5-phenylseleno-2-benzimidazolecarbamate), ClC1=CC(=CC=C1)C(=O)OO (3-chloroperbenzoic acid). Run in C(C)(=O)O (acetic acid). Product: C1(=CC=CC=C1)[Se](=O)C1=CC2=C(N=C(N2)NC(=O)OC)C=C1 (methyl 5-phenylseleninyl-2-benzimidazolecarbamate). RXN SMILES: [C:1]1([Se:7][C:8]2[CH:21]=[CH:20][C:11]3[N:12]=[C:13]([NH:15][C:16]([O:18][CH3:19])=[O:17])[NH:14][C:10]=3[CH:9]=2)[CH:6]=[CH:5][CH:4]=[CH:3][CH:2]=1.ClC1C=CC=C(C(OO)=[O:30])C=1>C(O)(=O)C>[C:1]1([Se:7]([C:8]2[CH:21]=[CH:20][C:11]3[N:12]=[C:13]([NH:15][C:16]([O:18][CH3:19])=[O:17])[NH:14][C:10]=3[CH:9]=2)=[O:30])[CH:2]=[CH:3][CH:4]=[CH:5][CH:6]=1. Procedure details: A solution of methyl 5-phenylseleno-2-benzimidazolecarbamate (5.0 g, 14.5 mmole) in acetic acid (50 ml.) was cooled to 10°-15° C. while 85% 3-chloroperbenzoic acid (3.0 g, 14.7 mmole) was added in portions. The solution was then allowed to warm to room temperature, and the solvent was evaporated under reduced pressure. The residue was stirred with sodium carbonate solution and filtered, and the solid product was crystallised from a mixture of equal parts of acetic acid and methanol, to give meth...